From a dataset of the Open Reaction Database (ORD), a public repository of structured organic reaction records. describe an organic reaction: reactants, conditions, products, and yield The product is C(C)(C)(C)C=1C=C(N(N1)C1=CC=C(C=C1)C)NC(=O)N[C@H]1CC[C@H](C2=CC=CC=C12)OC=1C=CC=2N(C1)C(=NN2)N2C[C@H](CC2)CO (1-(5-tert-Butyl-2-p-tolyl-2H-pyrazol-3-yl)-3-{(1S,4R)-4-[3-((S)-3-hydroxymethyl-pyrrolidin-1-yl)-[1,2,4]triazolo[4,3-a]pyridin-6-yloxy]-1,2,3,4-tetrahydro-naphthalen-1-yl}-urea). The solvent is C1CCOC1 (THF). Reaction SMILES: [C:1]([C:5]1[CH:6]=[C:7]([NH:17][C:18]([NH:20][C@@H:21]2[C:30]3[C:25](=[CH:26][CH:27]=[CH:28][CH:29]=3)[C@H:24]([O:31][C:32]3[CH:33]=[CH:34][C:35]4[N:36]([C:38]([N:41]5[CH2:45][CH2:44][CH:43]([O:46][Si](C(C)C)(C(C)C)C(C)C)[C@@H:42]5[CH3:57])=[N:39][N:40]=4)[CH:37]=3)[CH2:23][CH2:22]2)=[O:19])[N:8]([C:10]2[CH:15]=[CH:14][C:13]([CH3:16])=[CH:12][CH:11]=2)[N:9]=1)([CH3:4])([CH3:3])[CH3:2].CCCC[N+](CCCC)(CCCC)CCCC.[F-].O>C1COCC1>[C:1]([C:5]1[CH:6]=[C:7]([NH:17][C:18]([NH:20][C@@H:21]2[C:30]3[C:25](=[CH:26][CH:27]=[CH:28][CH:29]=3)[C@H:24]([O:31][C:32]3[CH:33]=[CH:34][C:35]4[N:36]([C:38]([N:41]5[CH2:42][CH2:57][C@H:44]([CH2:43][OH:46])[CH2:45]5)=[N:39][N:40]=4)[CH:37]=3)[CH2:23][CH2:22]2)=[O:19])[N:8]([C:10]2[CH:15]=[CH:14][C:13]([CH3:16])=[CH:12][CH:11]=2)[N:9]=1)([CH3:3])([CH3:4])[CH3:2] |f:1.2|. Reported procedure: To a solution of Intermediate 92d (240 mg, 0.300 mmol) and TBAF (1M in THF, 0.400 mL, 0.400 mmol) in THF (3 mL) was stirred at RT for 1 h. Water was added and the mixture extracted with DCM (4×20 mL). The combined organics were dried and concentrated in vacuo. The residue was purified by FCC, using 0-14% MeOH in DCM, to give the title compound as an off-white powder after freeze-drying (154 mg, 81%). LCMS (Method 5): Rt 4.01 min, m/z 635.3 [MH+]. 1H NMR (400 MHz, d6-DMSO): 1.27 (9H, s), 1.68-1.7... Reactants: C(C)(C)(C)C=1C=C(N(N1)C1=CC=C(C=C1)C)NC(=O)N[C@H]1CC[C@H](C2=CC=CC=C12)OC=1C=CC=2N(C1)C(=NN2)N2[C@H](C(CC2)O[Si](C(C)C)(C(C)C)C(C)C)C (1-(5-tert-Butyl-2-p-tolyl-2H-pyrazol-3-yl)-3-{(1S,4R)-4-[3-((S)-3-triisopropylsilanyloxy-methyl-pyrrolidin-1-yl)-[1,2,4]triazolo[4,3-a]pyridin-6-yloxy]-1,2,3,4-tetrahydro-naphthalen-1-yl}-urea), CCCC[N+](CCCC)(CCCC)CCCC.[F-] (TBAF), O (Water). Starting materials: CS(C)=O, ClCc1ccccc1, NC(Cc1ccccc1)C(=O)O. Product: Cl, NC(Cc1ccccc1)C(=O)OCc1ccccc1. As a reaction SMILES: [CH3:21][S:22]([CH3:23])=[O:24].[Cl:13][CH2:14][c:15]1[cH:16][cH:17][cH:18][cH:19][cH:20]1.[NH2:1][CH:2]([CH2:3][c:4]1[cH:5][cH:6][cH:7][cH:8][cH:9]1)[C:10]([OH:11])=[O:12]>>[ClH:13].[NH2:1][CH:2]([CH2:3][c:4]1[cH:5][cH:6][cH:7][cH:8][cH:9]1)[C:10]([O:11][CH2:14][c:15]1[cH:16][cH:17][cH:18][cH:19][cH:20]1)=[O:12]. Procedure: In the same was as described in Example 7, 340 mg of 1,1-diethyl-3(6-methylergolinyl)urea (1 millimole) was dissolved in 19 ml of anhydrous acetonitrile and 0.3 ml of boron trifluoride etherate in 5 ml of anhydrous methylene chloride and reacted with 0.09 ml of freshly distilled sulfuryl chloride, dissolved in 10 ml of anhydrous methylene chloride. The product was worked up and chromatographed as described in Example 7, thus obtaining 270 mg of 3-(2-chloro-6-methyl-8β-ergolinyl)-1,1-diethylurea. Yields the product ClC1=C2C[C@H]3N(C[C@@H](C[C@@H]3C=3C=CC=C(N1)C32)NC(N(CC)CC)=O)C (3-(2-chloro-6-methyl-8β-ergolinyl)-1,1-diethylurea). RXN SMILES: [CH2:1]([N:3]([CH2:24][CH3:25])[C:4]([NH:6][CH:7]1[CH2:21][C@H:20]2[C@@H:10]([CH2:11][C:12]3[C:22]4[C:15](=[CH:16][CH:17]=[CH:18][C:19]2=4)[NH:14][CH:13]=3)[N:9]([CH3:23])[CH2:8]1)=[O:5])[CH3:2].B(F)(F)F.CCOCC.S(Cl)([Cl:38])(=O)=O>C(#N)C.C(Cl)Cl>[Cl:38][C:13]1[NH:14][C:15]2[C:22]3[C:12]=1[CH2:11][C@@H:10]1[C@@H:20]([C:19]=3[CH:18]=[CH:17][CH:16]=2)[CH2:21][C@@H:7]([NH:6][C:4](=[O:5])[N:3]([CH2:1][CH3:2])[CH2:24][CH3:25])[CH2:8][N:9]1[CH3:23] |f:1.2|. The reactants are B(F)(F)F.CCOCC (boron trifluoride etherate), S(=O)(=O)(Cl)Cl (sulfuryl chloride), C(C)N(C(=O)NC1CN([C@@H]2CC3=CNC4=CC=CC([C@H]2C1)=C34)C)CC (1,1-diethyl-3(6-methylergolinyl)urea). The solvent is C(Cl)Cl (methylene chloride), C(C)#N (acetonitrile), C(Cl)Cl (methylene chloride). The reactants are C(C)(C)C1=C(OC(=O)C2=CC=CC=C12)C(=O)O (4-isopropylisocoumarin-3-carboxylic acid), FC1=CC=C(N)C=C1 (4-fluoroaniline). Solvent: C(C)OCC (diethyl ether). Yields the product FC1=CC=C(C=C1)N1C(C2=CC=CC=C2C(=C1C(=O)O)C(C)C)=O (2-(4-fluorophenyl)-4-isopropyl-1-oxo-1,2-dihydroisoquinoline-3-carboxylic acid). Reaction SMILES: [CH:1]([C:4]1[C:14]2[C:9](=[CH:10][CH:11]=[CH:12][CH:13]=2)[C:7](=[O:8])O[C:5]=1[C:15]([OH:17])=[O:16])([CH3:3])[CH3:2].[F:18][C:19]1[CH:25]=[CH:24][C:22]([NH2:23])=[CH:21][CH:20]=1>C(OCC)C>[F:18][C:19]1[CH:25]=[CH:24][C:22]([N:23]2[C:5]([C:15]([OH:17])=[O:16])=[C:4]([CH:1]([CH3:2])[CH3:3])[C:14]3[C:9](=[CH:10][CH:11]=[CH:12][CH:13]=3)[C:7]2=[O:8])=[CH:21][CH:20]=1. Reported procedure: A suspension of 4-isopropylisocoumarin-3-carboxylic acid (24.68 g) in 4-fluoroaniline (74 ml) was refluxed under argon for 15 minutes. After cooling, the reaction mixture was dissolved in diethyl ether and the resulting solution extracted with aqueous sodium hydroxide (3×300 ml; 1M). The combined aqueous phases were washed with diethyl ether and acidified to pH1 with aqueous hydrochloric acid (2M). The resultant precipitate was filtered, washed with water and dried at 100° C. to give 2-(4-fluoro... The product is CCOC1=C(C)C(=O)C(C)CC1. Reactants: CCOC1=C(C)C(=O)CCC1, [Li]CCCC, CI, CC(C)NC(C)C, C1CCOC1, O. RXN SMILES: [CH2:13]([CH3:14])[O:15][C:16]1=[C:17]([CH3:23])[C:18](=[O:22])[CH2:19][CH2:20][CH2:21]1.[CH2:8]([Li:9])[CH2:10][CH2:11][CH3:12].[CH3:24][I:25].[CH:1]([NH:2][CH:3]([CH3:4])[CH3:5])([CH3:6])[CH3:7].[O:26]1[CH2:27][CH2:28][CH2:29][CH2:30]1.[OH2:31]>>[CH3:1][CH:19]1[C:18](=[O:22])[C:17]([CH3:23])=[C:16]([O:15][CH2:13][CH3:14])[CH2:21][CH2:20]1. Reactants: CC(C)(C)OC(=O)NC1(C(=O)NC(CCO)c2ccc(Cl)cc2)CCN(c2ncnc3[nH]ccc23)CC1, ClCCl, Cl. Product: NC1(C(=O)NC(CCO)c2ccc(Cl)cc2)CCN(c2ncnc3[nH]ccc23)CC1. Reaction SMILES: [Cl:2][c:3]1[cH:4][cH:5][c:6]([CH:9]([CH2:10][CH2:11][OH:12])[NH:13][C:14](=[O:15])[C:16]2([NH:31][C:32](=[O:33])[O:34][C:35]([CH3:36])([CH3:37])[CH3:38])[CH2:17][CH2:18][N:19]([c:22]3[c:23]4[c:24]([n:25][cH:26][n:27]3)[nH:28][cH:29][cH:30]4)[CH2:20][CH2:21]2)[cH:7][cH:8]1.[Cl:39][CH2:40][Cl:41].[ClH:1]>>[Cl:2][c:3]1[cH:4][cH:5][c:6]([CH:9]([CH2:10][CH2:11][OH:12])[NH:13][C:14](=[O:15])[C:16]2([NH2:31])[CH2:17][CH2:18][N:19]([c:22]3[c:23]4[c:24]([n:25][cH:26][n:27]3)[nH:28][cH:29][cH:30]4)[CH2:20][CH2:21]2)[cH:7][cH:8]1.